This data is from the Open Reaction Database (ORD), a public repository of structured organic reaction records. The task is: describe an organic reaction: reactants, conditions, products, and yield Starting materials: O=C([O-])O, [Na+], CN(C)C=O, O=P(Cl)(Cl)Cl, c1cnc2[nH]ccc2c1. The product is O=Cc1c[nH]c2ncccc12. Reaction SMILES: [C:15]([O-:16])(=[O:17])[OH:18].[Na+:19].[O:20]=[CH:21][N:22]([CH3:23])[CH3:24].[P:1]([Cl:2])([Cl:3])([Cl:4])=[O:5].[nH:6]1[cH:7][cH:8][c:9]2[cH:10][cH:11][cH:12][n:13][c:14]12>>[nH:6]1[cH:7][c:8]([CH:15]=[O:16])[c:9]2[cH:10][cH:11][cH:12][n:13][c:14]12. Reactants: [Al+3], C1CCOC1, [H-], [H-], [H-], [H-], [Li+], CCCCC(=O)Nc1ccsc1. Product: CCCCCNc1ccsc1. Reaction SMILES: [Al+3:14].[CH2:19]1[O:20][CH2:21][CH2:22][CH2:23]1.[H-:13].[H-:16].[H-:17].[H-:18].[Li+:15].[s:1]1[cH:2][c:3]([NH:6][C:7]([CH2:8][CH2:9][CH2:10][CH3:11])=[O:12])[cH:4][cH:5]1>>[s:1]1[cH:2][c:3]([NH:6][CH2:7][CH2:8][CH2:9][CH2:10][CH3:11])[cH:4][cH:5]1. The reactants are CS(=O)(=O)Nc1cc(C(O)CN)ccc1O, O=C1CCN(c2ccc(-c3nnn[nH]3)cc2)CC1. The product is CS(=O)(=O)Nc1cc(C(O)CNC2CCN(c3ccc(-c4nnn[nH]4)cc3)CC2)ccc1O. RXN SMILES: [NH2:19][CH2:20][CH:21]([OH:22])[c:23]1[cH:24][cH:25][c:26]([OH:34])[c:27]([NH:29][S:30](=[O:31])(=[O:32])[CH3:33])[cH:28]1.[nH:1]1[n:2][n:3][n:4][c:5]1-[c:6]1[cH:7][cH:8][c:9]([N:12]2[CH2:13][CH2:14][C:15](=[O:18])[CH2:16][CH2:17]2)[cH:10][cH:11]1>>[n:1]1[n:2][n:3][nH:4][c:5]1-[c:6]1[cH:7][cH:8][c:9]([N:12]2[CH2:13][CH2:14][CH:15]([NH:19][CH2:20][CH:21]([OH:22])[c:23]3[cH:24][cH:25][c:26]([OH:34])[c:27]([NH:29][S:30](=[O:31])(=[O:32])[CH3:33])[cH:28]3)[CH2:16][CH2:17]2)[cH:10][cH:11]1. The reactants are CN1CCC[C@@H]1CC2=CNC3=C2C=C(C=C3)CCS(=O)(=O)C=4C=CC=CC4.Br (Eletriptan hydrobromide). Solvent: CC(=O)C (acetone), O (water), CC(=O)C (acetone). Run at time 8 hour. Yields the product CN1CCC[C@@H]1CC2=CNC3=C2C=C(C=C3)CCS(=O)(=O)C4=CC=CC=C4.O.Br (eletriptan hydrobromide monohydrate). The yield is 188.2%. RXN SMILES: [CH3:1][N:2]1[C@@H:6]([CH2:7][C:8]2[C:12]3[CH:13]=[C:14]([CH2:17][CH2:18][S:19]([C:22]4[CH:23]=[CH:24][CH:25]=[CH:26][CH:27]=4)(=[O:21])=[O:20])[CH:15]=[CH:16][C:11]=3[NH:10][CH:9]=2)[CH2:5][CH2:4][CH2:3]1.[BrH:28]>CC(C)=O.O>[CH3:1][N:2]1[C@@H:6]([CH2:7][C:8]2[C:12]3[CH:13]=[C:14]([CH2:17][CH2:18][S:19]([C:22]4[CH:23]=[CH:24][CH:25]=[CH:26][CH:27]=4)(=[O:20])=[O:21])[CH:15]=[CH:16][C:11]=3[NH:10][CH:9]=2)[CH2:5][CH2:4][CH2:3]1.[OH2:20].[BrH:28] |f:0.1,4.5.6|. Procedure details: Eletriptan hydrobromide (4.91 g) was dissolved in a mixture of acetone (10 ml) and water (1.85 ml) by heating under reflux. The mixture was treated with acetone (63.6 ml), dropwise over about 20 minutes, and then cooled to ambient temperature. The mixture was granulated overnight (16 hours), cooled to 0–5° C. and granulated at this temperature for a further hour. The resulting solid was filtered, washed with acetone (3 ml) and then dried under reduced pressure and at ambient temperature to give ... The reactants are COC(=O)c1ccc([N+](=O)[O-])cc1-c1ccccc1, CO, O=C[O-], [NH4+], [Pd]. Yields the product COC(=O)c1ccc(N)cc1-c1ccccc1. Reaction SMILES: [CH3:1][O:2][C:3]([c:4]1[c:5](-[c:13]2[cH:14][cH:15][cH:16][cH:17][cH:18]2)[cH:6][c:7]([N+:10]([O-:11])=[O:12])[cH:8][cH:9]1)=[O:19].[CH3:24][OH:25].[CH:20]([O-:21])=[O:22].[NH4+:23].[Pd:26]>>[CH3:1][O:2][C:3]([c:4]1[c:5](-[c:13]2[cH:14][cH:15][cH:16][cH:17][cH:18]2)[cH:6][c:7]([NH2:10])[cH:8][cH:9]1)=[O:19]. The reactants are C(=O)(C(F)(F)F)O (TFA), C1=CC(=CC(=C1)Cl)C(=O)OO (m-CPBA), ice, C(C)(C)N1N=CN=C1C1=CN2CCOC3=C(C2=N1)C=C(C=C3)SC3CCN(CC3)C(C(=O)N)(C)C (2-{4-[2-(2-Isopropyl-2H-[1,2,4]triazol-3-yl)-4,5-dihydro-6-oxa-1,3a-diazabenzo[e]azulen-9-ylsulfanyl]piperidin-1-yl}isobutyramide). The solvent is C(Cl)Cl (DCM), C(Cl)Cl (DCM). Reaction conditions: temperature 0 celsius, time 30 minute. The product is C(C)(C)N1N=CN=C1C=1N=C2N(CCOC3=C2C=C(C=C3)S(=O)C3CCN(CC3)C(C(=O)N)(C)C)C1 (2-(4-(2-(1-isopropyl-1H-1,2,4-triazol-5-yl)-5,6-dihydrobenzo[f]imidazo[1,2-d][1,4]oxazepin-10-ylsulfinyl)piperidin-1-yl)-2-methylpropanamide). Reaction SMILES: [CH:1]([N:4]1[C:8]([C:9]2[N:18]=[C:17]3[N:11]([CH2:12][CH2:13][O:14][C:15]4[CH:22]=[CH:21][C:20]([S:23][CH:24]5[CH2:29][CH2:28][N:27]([C:30]([CH3:35])([CH3:34])[C:31]([NH2:33])=[O:32])[CH2:26][CH2:25]5)=[CH:19][C:16]=43)[CH:10]=2)=[N:7][CH:6]=[N:5]1)([CH3:3])[CH3:2].C(O)(C(F)(F)F)=[O:37].C1C=C(Cl)C=C(C(OO)=O)C=1>C(Cl)Cl>[CH:1]([N:4]1[C:8]([C:9]2[N:18]=[C:17]3[C:16]4[CH:19]=[C:20]([S:23]([CH:24]5[CH2:29][CH2:28][N:27]([C:30]([CH3:35])([CH3:34])[C:31]([NH2:33])=[O:32])[CH2:26][CH2:25]5)=[O:37])[CH:21]=[CH:22][C:15]=4[O:14][CH2:13][CH2:12][N:11]3[CH:10]=2)=[N:7][CH:6]=[N:5]1)([CH3:3])[CH3:2]. Procedure details: To an ice-cooled solution of 2-{4-[2-(2-isopropyl-2H-[1,2,4]triazol-3-yl)-4,5-dihydro-6-oxa-1,3a-diazabenzo[e]azulen-9-ylsulfanyl]piperidin-1-yl}isobutyramide from Example 192 (233 mg, 0.470 mmol) in DCM (20 mL) was added TFA (109 μL, 1.41 mmol) followed by a solution of m-CPBA (89 mg, 0.512 mmol) in DCM (2 mL). The resulting mixture was stirred for 30 min at 0° C. then volatiles were removed under reduced pressure. The crude material was purified by column chromatography (C18, gradient 10-40% M... The reactants are C(C)(C)(C)OC(=O)NCC(CP(OCC)(=O)CCCC)=O (ethyl 3-(N-tert.-butoxycarbonylamino)-2-oxo-propyl(n-butyl)phosphinate), C[Si](Br)(C)C (trimethylbromosilane). Solvent: CO (methanol), O (water), ClCCl (dichloromethane). Run at time 7 hour. The product is Br.NCC(CP(O)(=O)CCCC)=O (3-amino-2-oxo-propyl(n-butyl)phosphinic acid hydrobromide). As a reaction SMILES: C(OC([NH:8][CH2:9][C:10](=[O:21])[CH2:11][P:12]([CH2:17][CH2:18][CH2:19][CH3:20])(=[O:16])[O:13]CC)=O)(C)(C)C.C[Si](C)(C)[Br:24]>ClCCl.CO.O>[BrH:24].[NH2:8][CH2:9][C:10](=[O:21])[CH2:11][P:12]([CH2:17][CH2:18][CH2:19][CH3:20])(=[O:13])[OH:16] |f:5.6|. Procedure: A solution of 0.642 g of ethyl 3-(N-tert.-butoxycarbonylamino)-2-oxo-propyl(n-butyl)phosphinate in 10 ml of anhydrous dichloromethane under an inert atmosphere is treated with 1.53 g of trimethylbromosilane. After stirring for 7 hours at room temperature the volatile material is removed in vacuo to afford a pale yellow oil. This oil is dissolved in methanol containing 1% of water, and the clear pale yellow solution is stirred overnight at room temperature. The solvent is removed in vacuo to affo...